The task is: describe an organic reaction: reactants, conditions, products, and yield. This data is from the Open Reaction Database (ORD), a public repository of structured organic reaction records. Yields the product C#CCN(C)C(=O)N(C)C. Starting materials: C1CCOC1, CNC, C#CCN(C)C(=O)Oc1ccc([N+](=O)[O-])cc1, ClCCl. As a reaction SMILES: [CH2:21]1[O:22][CH2:23][CH2:24][CH2:25]1.[CH3:1][NH:2][CH3:3].[CH3:4][N:5]([C:6]([O:7][c:8]1[cH:9][cH:10][c:11]([N+:12]([O-:13])=[O:14])[cH:15][cH:16]1)=[O:17])[CH2:18][C:19]#[CH:20].[Cl:26][CH2:27][Cl:28]>>[CH3:1][N:2]([CH3:3])[C:6]([N:5]([CH3:4])[CH2:18][C:19]#[CH:20])=[O:17]. Reactants: OC1=C(N=CC2=CC=CC=C12)C=1N=CC2=CC=CC=C2C1O (4,4'-Dihydroxy-3,3'-biisoquinoline), ( 100 ), ( 7 ), ( s ), ( s ), ( m ), ( ε ), ( 7 ), ( m ), ( w ), ( w ), ( s ), ( m ), [K+].[Br-] (KBr), ( s ), ( m ), ( s ), ( 17 ), ( w ), ( w ), ( 5 ), ( w ), ( m ), ( 9 ), ( 18 ), ( 16 ), ( 7 ), ( m ). The solvent is C(Cl)(Cl)Cl (chloroform). The product is OC=1C(=NC2=CC=CC=C2C1)C1=NC2=CC=CC=C2C=C1O (3,3'-Dihydroxy-2,2'-biquinoline). RXN SMILES: [K+].[Br-].[OH:3][C:4]1[C:13]2[C:8](=[CH:9][CH:10]=[CH:11][CH:12]=2)[CH:7]=[N:6][C:5]=1[C:14]1[N:15]=[CH:16][C:17]2[C:22]([C:23]=1[OH:24])=[CH:21][CH:20]=[CH:19][CH:18]=2>C(Cl)(Cl)Cl>[OH:3][C:4]1[C:5]([C:14]2[C:23]([OH:24])=[CH:22][C:21]3[C:16](=[CH:17][CH:18]=[CH:19][CH:20]=3)[N:15]=2)=[N:6][C:7]2[C:12]([CH:13]=1)=[CH:11][CH:10]=[CH:9][CH:8]=2 |f:0.1|. Reported procedure: Yield 0.17 g 94.4%)--melting point>360° C.--RF (silica gel/i-propanol)=0.82.--IR (KBr): 3420 cm-1 (m), 3067-2550 (m, OH), 1574 (m), 1508 (m), 1503 (m), 1466 (m), 1425 (w), 1400 (w), 1376 (m), 1332 (s), 1281 (w), 1249 (w), 1217 (s), 1161 (w), 1141 (s), 755 (s).--UV/VIS (chloroform): λmax (ε)=399 nm (9202), 328 nm (7975).--1H-NMR ((D6)DMSO/TMS): δ:6.96-7.58 (m, 6H, 5-H, 5'-H, 6-H, 6'-H, 7-H, 7'-H), 7.98 (d, J8,7 =J8',7' 8.0 Hz, 2H, 8-H, 8'-H), 8.87 (s, 2H, 4-H, 4'-H).--MS (70 eV): m/z (%)=298 (18)... Starting materials: NCC=1C=NC=C(C1)Br (3-aminomethyl-5-bromopyridine), CC1(OB(OC1(C)C)C=1C=C2CCC(NC2=CC1)=O)C (6-(4,4,5,5-tetramethyl-1,3,2-dioxaborolan-2-yl)-3,4-dihydroquinolin-2(1H)-one). The product is NCC=1C=C(C=NC1)C=1C=C2CCC(NC2=CC1)=O (6-(5-Aminomethyl-pyridin-3-yl)-3,4-dihydro-1H-quinolin-2-one). As a reaction SMILES: [NH2:1][CH2:2][C:3]1[CH:4]=[N:5][CH:6]=[C:7](Br)[CH:8]=1.CC1(C)C(C)(C)OB([C:18]2[CH:19]=[C:20]3[C:25](=[CH:26][CH:27]=2)[NH:24][C:23](=[O:28])[CH2:22][CH2:21]3)O1>>[NH2:1][CH2:2][C:3]1[CH:8]=[C:7]([C:18]2[CH:19]=[C:20]3[C:25](=[CH:26][CH:27]=2)[NH:24][C:23](=[O:28])[CH2:22][CH2:21]3)[CH:6]=[N:5][CH:4]=1. Procedure: In analogy to the procedure described for the preparation of example 45, reaction of 3-aminomethyl-5-bromopyridine and 6-(4,4,5,5-tetramethyl-1,3,2-dioxaborolan-2-yl)-3,4-dihydroquinolin-2(1H)-one (intermediate A-34) gave the title compound as a light yellow amorphous solid. MS: 254.4 (M+H+).